The task is: describe an organic reaction: reactants, conditions, products, and yield. This data is from the Open Reaction Database (ORD), a public repository of structured organic reaction records. Reactants: C1CCOC1, CC(C)(C)[O-], CI, [K+], CN(C)C=O, Cc1c(CO)cn2ncc(C#N)c(Nc3ccc(Oc4ccccc4)cc3)c12. Yields the product COCc1cn2ncc(C#N)c(Nc3ccc(Oc4ccccc4)cc3)c2c1C. RXN SMILES: [CH2:42]1[O:43][CH2:44][CH2:45][CH2:46]1.[CH3:29][C:30]([CH3:31])([O-:32])[CH3:33].[CH3:35][I:36].[K+:34].[O:37]=[CH:38][N:39]([CH3:40])[CH3:41].[OH:1][CH2:2][c:3]1[c:4]([CH3:28])[c:5]2[n:6]([n:7][cH:8][c:9]([C:25]#[N:26])[c:10]2[NH:11][c:12]2[cH:13][cH:14][c:15]([O:18][c:19]3[cH:20][cH:21][cH:22][cH:23][cH:24]3)[cH:16][cH:17]2)[cH:27]1>>[O:1]([CH2:2][c:3]1[c:4]([CH3:28])[c:5]2[n:6]([n:7][cH:8][c:9]([C:25]#[N:26])[c:10]2[NH:11][c:12]2[cH:13][cH:14][c:15]([O:18][c:19]3[cH:20][cH:21][cH:22][cH:23][cH:24]3)[cH:16][cH:17]2)[cH:27]1)[CH3:29]. Starting materials: II (Iodine), C(#N)C1=CC=C(C=C1)O (4-cyanophenol), C(O)([O-])=O.[Na+] (sodium hydrogen carbonate), C1(=CC=CC=C1)P(C1=CC=CC=C1)C1=CC=CC=C1 (triphenylphosphine), COC1=CC=C(CO)C=C1 (4-methoxybenzyl alcohol), C(O)([O-])=O.[Na+] (sodium hydrogen carbonate), N(=NC(=O)OCC)C(=O)OCC (Diethyl azodicarboxylate). Solvent: O (water). Run at time 24 hour. Product: IC=1C=C(C#N)C=CC1OCC1=CC=C(C=C1)OC (3-Iodo-4-(4-methoxybenzyloxy)benzonitrile). Isolated yield 15.4%. As a reaction SMILES: [I:1]I.[C:3]([C:5]1[CH:10]=[CH:9][C:8]([OH:11])=[CH:7][CH:6]=1)#[N:4].C(=O)([O-])O.[Na+].C1(P(C2C=CC=CC=2)C2C=CC=CC=2)C=CC=CC=1.[CH3:36][O:37][C:38]1[CH:45]=[CH:44][C:41]([CH2:42]O)=[CH:40][CH:39]=1.N(C(OCC)=O)=NC(OCC)=O>O>[I:1][C:7]1[CH:6]=[C:5]([CH:10]=[CH:9][C:8]=1[O:11][CH2:42][C:41]1[CH:44]=[CH:45][C:38]([O:37][CH3:36])=[CH:39][CH:40]=1)[C:3]#[N:4] |f:2.3|. Procedure details: Iodine (21. g, 84 mmol) was added to a solution of 4-cyanophenol (10.0 g, 84 mmol) and sodium hydrogen carbonate (7.06 g, 84 mmol) in water (100 mL) and the mixture was stirred at room temperature for 24 h. The solid was collected, washed with water and dried in vacuo. The solid was dissolved in tetrahydrofuran (100 mL) and triphenylphosphine (14.4 g, 55 mmol) and 4-methoxybenzyl alcohol (8.3 g, 60 mmol) were added. Diethyl azodicarboxylate (8.5 mL, 55 mmol) was added slowly and the mixture was ... The reactants are COCCOC=1C=C2C(=CN1)N(C(=C2)C(=O)OCC)CCOC2CC(CCC2)OCC=2N=C(OC2C)C=2C=C(C=CC2)C (ethyl 5-(2-methoxyethoxy)-1-{2-[3-(5-methyl-2-m-tolyloxazol-4-ylmethoxy)cyclohexyloxy]ethyl}-1H-pyrrolo[2,3-c]pyridine-2-carboxylate). Solvent: C1CCOC1.CO (THF methanol), [OH-].[Li+] (lithium hydroxide). Run at time 24 hour. Yields the product COCCOC=1C=C2C(=CN1)N(C(=C2)C(=O)O)CCO[C@H]2C[C@H](CCC2)OCC=2N=C(OC2C)C=2C=C(C=CC2)C ((1R,3S)-5-(2-Methoxyethoxy)-1-{2-[3-(5-methyl-2-m-tolyloxazol-4-yl-methoxy)cyclohexyloxy]ethyl}-1H-pyrrolo[2,3-c]pyridine-2-carboxylic acid). RXN SMILES: [CH3:1][O:2][CH2:3][CH2:4][O:5][C:6]1[CH:7]=[C:8]2[CH:14]=[C:13]([C:15]([O:17]CC)=[O:16])[N:12]([CH2:20][CH2:21][O:22][CH:23]3[CH2:28][CH2:27][CH2:26][CH:25]([O:29][CH2:30][C:31]4[N:32]=[C:33]([C:37]5[CH:38]=[C:39]([CH3:43])[CH:40]=[CH:41][CH:42]=5)[O:34][C:35]=4[CH3:36])[CH2:24]3)[C:9]2=[CH:10][N:11]=1>C1COCC1.CO.[OH-].[Li+]>[CH3:1][O:2][CH2:3][CH2:4][O:5][C:6]1[CH:7]=[C:8]2[CH:14]=[C:13]([C:15]([OH:17])=[O:16])[N:12]([CH2:20][CH2:21][O:22][C@@H:23]3[CH2:28][CH2:27][CH2:26][C@H:25]([O:29][CH2:30][C:31]4[N:32]=[C:33]([C:37]5[CH:38]=[C:39]([CH3:43])[CH:40]=[CH:41][CH:42]=5)[O:34][C:35]=4[CH3:36])[CH2:24]3)[C:9]2=[CH:10][N:11]=1 |f:1.2,3.4|. Procedure: 60 mg of ethyl 5-(2-methoxyethoxy)-1-{2-[3-(5-methyl-2-m-tolyloxazol-4-ylmethoxy)cyclohexyloxy]ethyl}-1H-pyrrolo[2,3-c]pyridine-2-carboxylate are dissolved in 2 ml of THF/methanol 3:1, and 0.15 ml of a 1 N lithium hydroxide solution is added. The mixture is stirred at room temperature for 24 h. All volatile components are removed under reduced pressure, the residue is taken up in DMF/acetonitrile, 70 μl of TFA are added and the mixture is filtered and purified by RP-HPLC. This gives 14 mg of (1R... Starting materials: C(=O)C1=CN(C=2N=CC=C(C21)C(=O)OC)C(=O)OC(C)(C)C (1-tert-butyl 4-methyl 3-formyl-1H-pyrrolo[2,3-b]pyridine-1,4-dicarboxylate), NCC1CN(CC1)C(=O)OC(C)(C)C (tert-butyl 3-(aminomethyl)pyrrolidine-1-carboxylate), C(#N)[BH3-].[Na+] (Sodium cyanoborohydride). The reagents and catalysts are CC(=O)O (AcOH). Run in CO (MeOH). Reaction conditions: time 60 minute. The product is C(C)(C)(C)OC(=O)N1CC(CC1)CNCC1=CN(C=2N=CC=C(C21)C(=O)OC)C(=O)OC(C)(C)C (1-tert-butyl 4-methyl 3-(((1-(tert-butoxycarbonyl)pyrrolidin-3-yl)methylamino)methyl)-1H-pyrrolo[2,3-b]pyridine-1,4-dicarboxylate). The yield is 85.3%. As a reaction SMILES: [CH:1]([C:3]1[C:11]2[C:10]([C:12]([O:14][CH3:15])=[O:13])=[CH:9][CH:8]=[N:7][C:6]=2[N:5]([C:16]([O:18][C:19]([CH3:22])([CH3:21])[CH3:20])=[O:17])[CH:4]=1)=O.[NH2:23][CH2:24][CH:25]1[CH2:29][CH2:28][N:27]([C:30]([O:32][C:33]([CH3:36])([CH3:35])[CH3:34])=[O:31])[CH2:26]1.C([BH3-])#N.[Na+]>CO.CC(O)=O>[C:33]([O:32][C:30]([N:27]1[CH2:28][CH2:29][CH:25]([CH2:24][NH:23][CH2:1][C:3]2[C:11]3[C:10]([C:12]([O:14][CH3:15])=[O:13])=[CH:9][CH:8]=[N:7][C:6]=3[N:5]([C:16]([O:18][C:19]([CH3:22])([CH3:21])[CH3:20])=[O:17])[CH:4]=2)[CH2:26]1)=[O:31])([CH3:36])([CH3:35])[CH3:34] |f:2.3|. Reported procedure: To a solution of 1-tert-butyl 4-methyl 3-formyl-1H-pyrrolo[2,3-b]pyridine-1,4-dicarboxylate (91 mg, 0.3 mmol) in MeOH (2 mL) was added AcOH (5 drops) and tert-butyl 3-(aminomethyl)pyrrolidine-1-carboxylate (90 mg, 0.45 mmol). After stirring for 60 min at rt, the reaction mixture was cooled to 0° C. Sodium cyanoborohydride (57 mg, 0.9 mmol) was added, and the reaction mixture was stirred for an additional 3 h at rt. The mixture was quenched with water and extracted with ethyl acetate. The combine... Starting materials: CCO, [Cl-], ClCCl, CC(C)N1C(=O)Cc2cc([N+](=O)[O-])cc(F)c21, [Fe], [NH4+], O. Product: CC(C)N1C(=O)Cc2cc(N)cc(F)c21. As a reaction SMILES: [CH3:20][CH2:21][OH:22].[Cl-:18].[Cl:24][CH2:25][Cl:26].[F:1][c:2]1[cH:3][c:4]([N+:15]([O-:16])=[O:17])[cH:5][c:6]2[c:10]1[N:9]([CH:11]([CH3:12])[CH3:13])[C:8](=[O:14])[CH2:7]2.[Fe:27].[NH4+:19].[OH2:23]>>[F:1][c:2]1[cH:3][c:4]([NH2:15])[cH:5][c:6]2[c:10]1[N:9]([CH:11]([CH3:12])[CH3:13])[C:8](=[O:14])[CH2:7]2. Reactants: C(C1=CC=CC=C1)=O (Benzaldehyde), FC1=C(C=C(C=C1)CC#N)OC (4-fluoro-3-methoxyphenylacetonitrile), [O-]CC.[Na+] (sodium ethoxide). Run in CCO (EtOH), CCO (EtOH). The product is FC1=C(C=C(C=C1)C(C#N)=CC1=CC=CC=C1)OC (2-(4-Fluoro-3-methoxy-phenyl)-3-phenyl-acrylonitrile). Isolated yield 86.0%. As a reaction SMILES: [F:1][C:2]1[CH:7]=[CH:6][C:5]([CH2:8][C:9]#[N:10])=[CH:4][C:3]=1[O:11][CH3:12].[O-]CC.[Na+].[CH:17](=O)[C:18]1[CH:23]=[CH:22][CH:21]=[CH:20][CH:19]=1>CCO>[F:1][C:2]1[CH:7]=[CH:6][C:5]([C:8](=[CH:17][C:18]2[CH:23]=[CH:22][CH:21]=[CH:20][CH:19]=2)[C:9]#[N:10])=[CH:4][C:3]=1[O:11][CH3:12] |f:1.2|. Procedure details: To a solution of 4-fluoro-3-methoxyphenylacetonitrile (10.8 g, 65.4 mmol) in 200 ml EtOH was added a sodium ethoxide 21% solution in EtOH (26.9 ml, 71.9 mmol). Benzaldehyde was added (6.64 ml, 65.4 mmol) and stirred at room temperature over night. The white precipitate was filtered and washed with diethylether and dried to obtain 14.23 g of pale yellow crystals (86%). Starting materials: C([O-])([O-])=O.[Cs+].[Cs+] (caesium carbonate), BrC(C(=O)OC)C1=CC=CC=C1 (methyl 2-bromo-2-phenylacetate), CC1=NC(=NO1)C=1C=C(C=CC1)O (3-(5-methyl-1,2,4-oxadiazol-3-yl)phenol). Run in C(C)#N (acetonitrile). Conditions: time 24 hour. The product is CC1=NC(=NO1)C=1C=C(OC(C(=O)OC)C2=CC=CC=C2)C=CC1 (methyl [3-(5-methyl-1,2,4-oxadiazol-3-yl)phenoxy]-2-phenylacetate). RXN SMILES: C(=O)([O-])[O-].[Cs+].[Cs+].Br[CH:8]([C:13]1[CH:18]=[CH:17][CH:16]=[CH:15][CH:14]=1)[C:9]([O:11][CH3:12])=[O:10].[CH3:19][C:20]1[O:24][N:23]=[C:22]([C:25]2[CH:26]=[C:27]([OH:31])[CH:28]=[CH:29][CH:30]=2)[N:21]=1>C(#N)C>[CH3:19][C:20]1[O:24][N:23]=[C:22]([C:25]2[CH:26]=[C:27]([CH:28]=[CH:29][CH:30]=2)[O:31][CH:8]([C:13]2[CH:18]=[CH:17][CH:16]=[CH:15][CH:14]=2)[C:9]([O:11][CH3:12])=[O:10])[N:21]=1 |f:0.1.2|. Reported procedure: 11.5 g (33.5 mmol) of caesium carbonate and 7.67 g (35.2 mmol) of methyl 2-bromo-2-phenylacetate are added to a solution of 5.90 g (33.5 mmol) of 3-(5-methyl-1,2,4-oxadiazol-3-yl)phenol in 50 ml of acetonitrile. The reaction mixture is stirred at room temperature for 24 hours, then filtered, and the filtrate is evaporated, giving methyl [3-(5-methyl-1,2,4-oxadiazol-3-yl)phenoxy]-2-phenylacetate as a yellowish oil; ESI 325.